This data is from the Open Reaction Database (ORD), a public repository of structured organic reaction records. The task is: describe an organic reaction: reactants, conditions, products, and yield Reactants: CNC(=O)c1cc(Oc2ccc(NC(=O)Nc3cc(C(F)(F)F)ncn3)c(F)c2)ccn1, CNC(=O)c1cc(Oc2ccc(N)cc2)ccn1, CCOC(C)=O. The product is CNC(=O)c1cc(Oc2ccc(NC(=O)Nc3cc(C(F)(F)F)ncn3)cc2)ccn1. As a reaction SMILES: [CH3:1][NH:2][C:3](=[O:4])[c:5]1[n:6][cH:7][cH:8][c:9]([O:11][c:12]2[cH:13][c:14]([F:32])[c:15]([NH:18][C:19](=[O:20])[NH:21][c:22]3[n:23][cH:24][n:25][c:26]([C:28]([F:29])([F:30])[F:31])[cH:27]3)[cH:16][cH:17]2)[cH:10]1.[CH3:33][NH:34][C:35]([c:36]1[cH:37][c:38]([O:39][c:40]2[cH:41][cH:42][c:43]([NH2:44])[cH:45][cH:46]2)[cH:47][cH:48][n:49]1)=[O:50].[CH3:51][CH2:52][O:53][C:54]([CH3:55])=[O:56]>>[CH3:1][NH:2][C:3](=[O:4])[c:5]1[n:6][cH:7][cH:8][c:9]([O:11][c:12]2[cH:13][cH:14][c:15]([NH:18][C:19](=[O:20])[NH:21][c:22]3[n:23][cH:24][n:25][c:26]([C:28]([F:29])([F:30])[F:31])[cH:27]3)[cH:16][cH:17]2)[cH:10]1. The reactants are C(CCC)OC(=O)N1CC(CC1)NC(=O)OCC1=CC=CC=C1 (3-benzyloxycarbonylamino-pyrrolidine-1-carboxylic acid butyl ester). Reagents/catalysts: [Pd] (Pd/C). The solvent is C(C)(=O)OCC (ethyl acetate). Yields the product C(CCC)OC(=O)N1CC(CC1)N (3-Amino-pyrrolidine-1-carboxylic acid butyl ester). Reaction SMILES: [CH2:1]([O:5][C:6]([N:8]1[CH2:12][CH2:11][CH:10]([NH:13]C(OCC2C=CC=CC=2)=O)[CH2:9]1)=[O:7])[CH2:2][CH2:3][CH3:4]>C(OCC)(=O)C.[Pd]>[CH2:1]([O:5][C:6]([N:8]1[CH2:12][CH2:11][CH:10]([NH2:13])[CH2:9]1)=[O:7])[CH2:2][CH2:3][CH3:4]. Reported procedure: A solution of 467 mg 3-benzyloxycarbonylamino-pyrrolidine-1-carboxylic acid butyl ester in 10 ml ethyl acetate was stirred in the presence of 50 mg Pd/C (10%) under an atmosphere of hydrogen (1 bar) for 12 h. The reaction mixture was filtrated, washed with ethyl acetate and concentrated to give the title compound as colorless oil. Starting materials: C1=CCCCC1 (cyclohexene), 40, C1(=CC=CC=C1)CCCBr (3-phenylpropyl bromide), S(O)(O)(=O)=O (sulfuric acid), crude product. Run in C(Cl)(Cl)Cl (CHCl3). Conditions: time 14 hour. Product: C1(CCCCC1)C1=CC=C(C=C1)CCCBr (3-(4-cyclohexylphenyl)-propyl bromide). As a reaction SMILES: [CH:1]1[CH2:6][CH2:5][CH2:4][CH2:3][CH:2]=1.[C:7]1([CH2:13][CH2:14][CH2:15][Br:16])[CH:12]=[CH:11][CH:10]=[CH:9][CH:8]=1.S(=O)(=O)(O)O>C(Cl)(Cl)Cl>[CH:1]1([C:10]2[CH:11]=[CH:12][C:7]([CH2:13][CH2:14][CH2:15][Br:16])=[CH:8][CH:9]=2)[CH2:6][CH2:5][CH2:4][CH2:3][CH2:2]1. Procedure details: 17 parts by weight of cyclohexene are added dropwise at +10° C. to a mixture of 40 parts by weight of 3-phenylpropyl bromide and 20 parts by weight of 96% strength sulfuric acid. Stirring is continued for 14 hours at room temperature. The crude product is dissolved in CHCl3 and the solution is thoroughly washed with ice water, dried over Na2CO3 and distilled. 35 parts by weight of 3-(4-cyclohexylphenyl)-propyl bromide are obtained.